describe an organic reaction: reactants, conditions, products, and yield From a dataset of the Open Reaction Database (ORD), a public repository of structured organic reaction records. Starting materials: crude material, [H-].[Na+] (sodium hydride), O1C=NC(=C1)C(=O)NN (oxazole-4-carbohydrazide), Cl.N1=C(C=CC=C1)C(N)=N (picolinimidamide hydrochloride), BrCC1=C(C=CC=C1)F (1-(bromomethyl)-2-fluorobenzene). Run in CN(C=O)C (N,N-dimethylformamide), O (water), C(C)O (ethanol). Conditions: temperature 100 celsius, time 20 minute. Yields the product FC1=C(CN2N=C(N=C2C=2N=COC2)C2=NC=CC=C2)C=CC=C1 (4-(1-(2-fluorobenzyl)-3-(pyridin-2-yl)-1H-1,2,4-triazol-5-yl)oxazole), FC1=C(CN2N=C(N=C2C2=NC=CC=C2)C=2N=COC2)C=CC=C1 (4-(1-(2-fluorobenzyl)-5-(pyridin-2-yl)-1H-1,2,4-triazol-3-yl)oxazole). RXN SMILES: [O:1]1[CH:5]=[C:4]([C:6]([NH:8][NH2:9])=O)[N:3]=[CH:2]1.Cl.[N:11]1[CH:16]=[CH:15][CH:14]=[CH:13][C:12]=1[C:17](=[NH:19])[NH2:18].[H-].[Na+].Br[CH2:23][C:24]1[CH:29]=[CH:28][CH:27]=[CH:26][C:25]=1[F:30]>C(O)C.CN(C)C=O.O>[F:30][C:25]1[CH:26]=[CH:27][CH:28]=[CH:29][C:24]=1[CH2:23][N:8]1[C:6]([C:4]2[N:3]=[CH:2][O:1][CH:5]=2)=[N:19][C:17]([C:12]2[CH:13]=[CH:14][CH:15]=[CH:16][N:11]=2)=[N:9]1.[F:30][C:25]1[CH:26]=[CH:27][CH:28]=[CH:29][C:24]=1[CH2:23][N:9]1[C:17]([C:12]2[CH:13]=[CH:14][CH:15]=[CH:16][N:11]=2)=[N:18][C:6]([C:4]2[N:3]=[CH:2][O:1][CH:5]=2)=[N:8]1 |f:1.2,3.4|. Procedure details: To a solution of oxazole-4-carbohydrazide (228 mg, 1.794 mmol) in ethanol (8.9 mL) was added picolinimidamide hydrochloride (283 mg, 1.79 mmol). After heating the orange solution at 100° C. for 50 h, the solvent was removed in vacuo and the residue was azeotroped with toluene (2×4 mL) to give 514 mg of crude material. 187 mg of the crude material (0.75 mmol) was dissolved in N,N-dimethylformamide (3.7 mL) and treated with sodium hydride (60% dispersion in mineral oil, 75 mg, 1.9 mmol) in a singl...